From a dataset of the Open Reaction Database (ORD), a public repository of structured organic reaction records. describe an organic reaction: reactants, conditions, products, and yield Starting materials: N#Cc1cc(C(F)(F)F)ccc1Br, O=C([O-])[O-], CCOC(=O)Cc1ccc(OC)c(B2OC(C)(C)C(C)(C)O2)c1, COCCOC, [K+], [K+], O, c1ccc(P(c2ccccc2)(c2ccccc2)[Pd](P(c2ccccc2)(c2ccccc2)c2ccccc2)(P(c2ccccc2)(c2ccccc2)c2ccccc2)P(c2ccccc2)(c2ccccc2)c2ccccc2)cc1. The product is CCOC(=O)Cc1ccc(OC)c(-c2ccc(C(F)(F)F)cc2C#N)c1. Reaction SMILES: [Br:1][c:2]1[c:3]([C:4]#[N:5])[cH:6][c:7]([C:10]([F:11])([F:12])[F:13])[cH:8][cH:9]1.[C:37](=[O:38])([O-:39])[O-:40].[CH2:14]([CH3:15])[O:16][C:17]([CH2:18][c:19]1[cH:20][c:21]([B:27]2[O:28][C:29]([CH3:30])([CH3:31])[C:32]([CH3:33])([CH3:34])[O:35]2)[c:22]([O:25][CH3:26])[cH:23][cH:24]1)=[O:36].[CH3:43][O:44][CH2:45][CH2:46][O:47][CH3:48].[K+:41].[K+:42].[OH2:49].[cH:50]1[cH:51][cH:52][c:53]([P:54]([Pd:55]([P:56]([c:57]2[cH:58][cH:59][cH:60][cH:61][cH:62]2)([c:63]2[cH:64][cH:65][cH:66][cH:67][cH:68]2)[c:69]2[cH:70][cH:71][cH:72][cH:73][cH:74]2)([P:75]([c:76]2[cH:77][cH:78][cH:79][cH:80][cH:81]2)([c:82]2[cH:83][cH:84][cH:85][cH:86][cH:87]2)[c:88]2[cH:89][cH:90][cH:91][cH:92][cH:93]2)[P:94]([c:95]2[cH:96][cH:97][cH:98][cH:99][cH:100]2)([c:101]2[cH:102][cH:103][cH:104][cH:105][cH:106]2)[c:107]2[cH:108][cH:109][cH:110][cH:111][cH:112]2)([c:113]2[cH:114][cH:115][cH:116][cH:117][cH:118]2)[c:119]2[cH:120][cH:121][cH:122][cH:123][cH:124]2)[cH:125][cH:126]1>>[c:2]1(-[c:21]2[cH:20][c:19]([CH2:18][C:17]([O:16][CH2:14][CH3:15])=[O:36])[cH:24][cH:23][c:22]2[O:25][CH3:26])[c:3]([C:4]#[N:5])[cH:6][c:7]([C:10]([F:11])([F:12])[F:13])[cH:8][cH:9]1. Reactants: CO, O=C(c1ccc(Cl)cc1)c1ccc(CBr)cc1, [Na+], [OH-], O, Cc1sc2nc(S)n(C)c(=O)c2c1C. Yields the product Cc1sc2nc(SCc3ccc(C(=O)c4ccc(Cl)cc4)cc3)n(C)c(=O)c2c1C. As a reaction SMILES: [CH3:34][OH:35].[Cl:17][c:18]1[cH:19][cH:20][c:21]([C:22](=[O:23])[c:24]2[cH:25][cH:26][c:27]([CH2:28][Br:29])[cH:30][cH:31]2)[cH:32][cH:33]1.[Na+:16].[OH-:15].[OH2:36].[SH:1][c:2]1[n:3]([CH3:14])[c:4](=[O:13])[c:5]2[c:6]([n:7]1)[s:8][c:9]([CH3:12])[c:10]2[CH3:11]>>[S:1]([c:2]1[n:3]([CH3:14])[c:4](=[O:13])[c:5]2[c:6]([n:7]1)[s:8][c:9]([CH3:12])[c:10]2[CH3:11])[CH2:28][c:27]1[cH:26][cH:25][c:24]([C:22]([c:21]2[cH:20][cH:19][c:18]([Cl:17])[cH:33][cH:32]2)=[O:23])[cH:31][cH:30]1. Starting materials: BrCC=1C=CC2=C(SC3=C(CC2=O)C=CC=C3)C1 (3-Bromomethyl-10,11-dihydro-11-oxodibenzo[b,f]thiepin), [C-]#N.[Na+] (sodium cyanide). Solvent: CN(C=O)C (dimethylformamide). Run at time 1.5 hour. Product: C(#N)CC=1C=CC2=C(SC3=C(CC2=O)C=CC=C3)C1 (3-Cyanomethyl-10,11-dihydro-11-oxodibenzo[b,f]thiepin). As a reaction SMILES: Br[CH2:2][C:3]1[CH:4]=[CH:5][C:6]2[C:12](=[O:13])[CH2:11][C:10]3[CH:14]=[CH:15][CH:16]=[CH:17][C:9]=3[S:8][C:7]=2[CH:18]=1.[C-:19]#[N:20].[Na+]>CN(C)C=O>[C:19]([CH2:2][C:3]1[CH:4]=[CH:5][C:6]2[C:12](=[O:13])[CH2:11][C:10]3[CH:14]=[CH:15][CH:16]=[CH:17][C:9]=3[S:8][C:7]=2[CH:18]=1)#[N:20] |f:1.2|. Procedure: Dissolve 6.4 gm. of the bromide of Step 2 in 75 cc. of dimethylformamide and add 2.95 gm. of sodium cyanide. Stir the mixture at room temperature for 1.5 hours. Dilute with 600 cc. of water and extract three times with ether. Wash the combined organics with water, dry and strip to a solid residue. Triturate in hexane and recover the solid by filtration. The reactants are Cl (hydrochloric acid), BrC=1C=C2C=3N(C(C(NC3C1)=O)=O)C(CC2)CI (9-Bromo-5-iodomethyl-6,7-dihydro-1H, 5H-pyrido[1,2,3-de]quinoxaline-2,3-dione), [C-]#N.[Na+] (sodium cyanide), O (water). The solvent is CN(C)C=O (DMF). Run at temperature 40 celsius. The product is BrC=1C=C2C=3N(C(C(NC3C1)=O)=O)C(CC2)CC#N (9-Bromo-5-cyanomethyl-6,7-dihydro-1H, 5H-pyrido[1,2,3-de]quinoxaline-2,3-dione). Isolated yield 24.4%. As a reaction SMILES: [Br:1][C:2]1[CH:3]=[C:4]2[CH2:16][CH2:15][CH:14]([CH2:17]I)[N:6]3[C:7](=[O:13])[C:8](=[O:12])[NH:9][C:10]([CH:11]=1)=[C:5]23.[C-:19]#[N:20].[Na+].O.Cl>CN(C=O)C>[Br:1][C:2]1[CH:3]=[C:4]2[CH2:16][CH2:15][CH:14]([CH2:17][C:19]#[N:20])[N:6]3[C:7](=[O:13])[C:8](=[O:12])[NH:9][C:10]([CH:11]=1)=[C:5]23 |f:1.2|. Reported procedure: A mixture of 9-bromo-5-iodomethyl-6,7-dihydro-1H, 5H-pyrido[1,2,3-de]quinoxaline-2,3-dione (Example 36) (632 mg, 1.5 mmol) and sodium cyanide (147 mg, 3 mmol) in DMF (5 mL) was heated at 40° C. for 14.5 h. The mixture was poured into water, acidified by addition of 1N aqueous hydrochloric acid, and extracted with ethyl acetate. The organic layer was washed with brine, dried over magnesium sulfate, and concentrated. The residue was purified by silica gel column chromatography with ethyl acetate t... The reactants are C(C1=CC=CC=C1)C=1C(C=2C=C(C=C3SC=4C=CC(=CC4N(C23)C1)Br)O)=O (2-benzyl-10-bromo-5-hydroxy-3H-pyrido[3,2,1-kl]phenothiazin-3-one), BrCCCO (3-bromopropanol). The product is C(C1=CC=CC=C1)C=1C(C=2C=C(C=C3SC=4C=CC(=CC4N(C23)C1)Br)OCCCO)=O (2-benzyl-10-bromo-5-(3-hydroxypropyloxy)-3H-pyrido[3,2,1-kl]phenothiazin-3-one). Yield: 34.0%. RXN SMILES: [CH2:1]([C:8]1[C:9](=[O:27])[C:10]2[CH:11]=[C:12]([OH:26])[CH:13]=[C:14]3[C:23]=2[N:22]([CH:24]=1)[C:21]1[CH:20]=[C:19]([Br:25])[CH:18]=[CH:17][C:16]=1[S:15]3)[C:2]1[CH:7]=[CH:6][CH:5]=[CH:4][CH:3]=1.Br[CH2:29][CH2:30][CH2:31][OH:32]>>[CH2:1]([C:8]1[C:9](=[O:27])[C:10]2[CH:11]=[C:12]([O:26][CH2:29][CH2:30][CH2:31][OH:32])[CH:13]=[C:14]3[C:23]=2[N:22]([CH:24]=1)[C:21]1[CH:20]=[C:19]([Br:25])[CH:18]=[CH:17][C:16]=1[S:15]3)[C:2]1[CH:3]=[CH:4][CH:5]=[CH:6][CH:7]=1. Procedure: According to Example 34, the compound (147 mg) produced in Example 70 was reacted with 3-bromopropanol (42 μl) to obtain the title compound (57 mg; 34%). Reactants: C(=O)(Cl)Cl (phosgene), Br.N1C(=NCC1)C(C)OC=1C(=C(C=CC1C)N)C (3-[1-(4,5-dihydro-1H-imidazol-2-yl)ethoxy]-2,4-dimethylbenzenamine hydrobromide), C(C)O (ethanol). Reported procedure: To a stirred suspension of the title product of Example 7 (5.0 g, 15.9 mmole) in 130 ml of acetonitrile was added 13.8 ml (ca. 16 mmole) of 12% phosgene in toluene. After 18 hours 25 ml absolute ethanol was added, and the mixture was stirred for one hour. Volatiles were removed in vacuo and the residue was dissolved in water. After adjusting to pH 10 with dilute sodium hydroxide, the solution was extracted with two portions of diethyl ether, and the combined organic layers were washed with water... Solvent: C1(=CC=CC=C1)C (toluene), C(C)#N (acetonitrile). Conditions: time 1 hour. Yields the product O.N1C(=NCC1)C(C)OC=1C(=C(C=CC1C)NC(OCC)=O)C.C(C)OC(NC1=C(C(=C(C=C1)C)OC(C)C=1NCCN1)C)=O (ethyl N-[3-[1-(4,5-dihydro-1H-imidazol-2-yl)ethoxy]-2,4-dimethylphenyl]carbamate hemihydrate). RXN SMILES: Br.[NH:2]1[CH2:6][CH2:5][N:4]=[C:3]1[CH:7]([O:9][C:10]1[C:11]([CH3:18])=[C:12]([NH2:17])[CH:13]=[CH:14][C:15]=1[CH3:16])[CH3:8].[C:19](Cl)(Cl)=[O:20].[CH2:23]([OH:25])[CH3:24]>C(#N)C.C1(C)C=CC=CC=1>[OH2:9].[NH:4]1[CH2:5][CH2:6][N:2]=[C:3]1[CH:7]([O:9][C:10]1[C:11]([CH3:18])=[C:12]([NH:17][C:19](=[O:20])[O:25][CH2:23][CH3:24])[CH:13]=[CH:14][C:15]=1[CH3:16])[CH3:8].[CH2:23]([O:25][C:19](=[O:20])[NH:17][C:12]1[CH:13]=[CH:14][C:15]([CH3:16])=[C:10]([O:9][CH:7]([C:3]2[NH:4][CH2:5][CH2:6][N:2]=2)[CH3:8])[C:11]=1[CH3:18])[CH3:24] |f:0.1,6.7.8|.